Dataset: the Open Reaction Database (ORD), a public repository of structured organic reaction records. Task: describe an organic reaction: reactants, conditions, products, and yield Starting materials: CC(=O)O[BH-](OC(C)=O)OC(C)=O, CS(=O)(=O)N1CC[NH2+]CC1, CC(=O)[O-], CCOC(C)=O, COC(OC)OC, [Cl-], O=Cc1cc2c(N3CCOCC3)nc(Cl)nc2s1, ClCCCl, [Na+], [Na+]. Yields the product CS(=O)(=O)N1CCN(Cc2cc3c(N4CCOCC4)nc(Cl)nc3s2)CC1. As a reaction SMILES: [C:42]([O:43][BH-:44]([O:45][C:46](=[O:47])[CH3:48])[O:49][C:50](=[O:51])[CH3:52])(=[O:53])[CH3:54].[CH3:20][S:21](=[O:22])(=[O:23])[N:24]1[CH2:25][CH2:26][NH2+:27][CH2:28][CH2:29]1.[CH3:31][C:32](=[O:33])[O-:34].[CH3:60][CH2:61][O:62][C:63](=[O:64])[CH3:65].[CH:35]([O:36][CH3:37])([O:38][CH3:39])[O:40][CH3:41].[Cl-:19].[Cl:1][c:2]1[n:3][c:4]([N:13]2[CH2:14][CH2:15][O:16][CH2:17][CH2:18]2)[c:5]2[c:6]([n:7]1)[s:8][c:9]([CH:11]=[O:12])[cH:10]2.[Cl:56][CH2:57][CH2:58][Cl:59].[Na+:30].[Na+:55]>>[Cl:1][c:2]1[n:3][c:4]([N:13]2[CH2:14][CH2:15][O:16][CH2:17][CH2:18]2)[c:5]2[c:6]([n:7]1)[s:8][c:9]([CH2:11][N:27]1[CH2:26][CH2:25][N:24]([S:21]([CH3:20])(=[O:22])=[O:23])[CH2:29][CH2:28]1)[cH:10]2.